Dataset: the Open Reaction Database (ORD), a public repository of structured organic reaction records. Task: describe an organic reaction: reactants, conditions, products, and yield Reactants: CCOC(=O)C=O, CC(=O)O[BH-](OC(C)=O)OC(C)=O, [BH3-]C#N, CC(=O)O, ClCCCl, CC1CN(C(=O)COc2ncc(Cl)cc2N)C(C)CN1Cc1ccc(F)cc1, [Na+], [Na+], O. Product: CCOC(=O)CNc1cc(Cl)cnc1OCC(=O)N1CC(C)N(Cc2ccc(F)cc2)CC1C. Reaction SMILES: [C:29]([CH:30]=[O:31])(=[O:32])[O:33][CH2:34][CH3:35].[C:40]([O:41][BH-:42]([O:43][C:44](=[O:45])[CH3:46])[O:47][C:48](=[O:49])[CH3:50])(=[O:51])[CH3:52].[C:54]([BH3-:55])#[N:56].[CH3:36][C:37](=[O:38])[OH:39].[Cl:58][CH2:59][CH2:60][Cl:61].[NH2:1][c:2]1[c:3]([O:9][CH2:10][C:11](=[O:12])[N:13]2[CH:14]([CH3:28])[CH2:15][N:16]([CH2:20][c:21]3[cH:22][cH:23][c:24]([F:27])[cH:25][cH:26]3)[CH:17]([CH3:19])[CH2:18]2)[n:4][cH:5][c:6]([Cl:8])[cH:7]1.[Na+:53].[Na+:57].[OH2:62]>>[NH:1]([c:2]1[c:3]([O:9][CH2:10][C:11](=[O:12])[N:13]2[CH:14]([CH3:28])[CH2:15][N:16]([CH2:20][c:21]3[cH:22][cH:23][c:24]([F:27])[cH:25][cH:26]3)[CH:17]([CH3:19])[CH2:18]2)[n:4][cH:5][c:6]([Cl:8])[cH:7]1)[CH2:30][C:29](=[O:32])[O:33][CH2:34][CH3:35]. Starting materials: ICCC1CCC2=C(CC1)C(=C(C(=C2OC)OC)OC)OC (7-(2-iodoethyl)-1,2,3,4-tetramethoxy-6,7,8,9-tetrahydro-5H-benzo[a]cycloheptene), OC1=NC=CC=C1 (2-hydroxypyridine), C([O-])([O-])=O.[K+].[K+] (potassium carbonate). Solvent: CN(C)C=O (DMF), O (water). Reaction conditions: time 12 hour. Product: COC1=C(C(=C(C2=C1CCC(CC2)CCOC2=NC=CC=C2)OC)OC)OC (2-[2-(1,2,3,4-tetramethoxy-6,7,8,9-tetrahydro-5H-benzo[a]cyclohepten-7-yl)ethoxy]pyridine). Isolated yield 60.0%. As a reaction SMILES: I[CH2:2][CH2:3][CH:4]1[CH2:10][CH2:9][C:8]2[C:11]([O:21][CH3:22])=[C:12]([O:19][CH3:20])[C:13]([O:17][CH3:18])=[C:14]([O:15][CH3:16])[C:7]=2[CH2:6][CH2:5]1.[OH:23][C:24]1[CH:29]=[CH:28][CH:27]=[CH:26][N:25]=1.C(=O)([O-])[O-].[K+].[K+]>CN(C=O)C.O>[CH3:16][O:15][C:14]1[C:7]2[CH2:6][CH2:5][CH:4]([CH2:3][CH2:2][O:23][C:24]3[CH:29]=[CH:28][CH:27]=[CH:26][N:25]=3)[CH2:10][CH2:9][C:8]=2[C:11]([O:21][CH3:22])=[C:12]([O:19][CH3:20])[C:13]=1[O:17][CH3:18] |f:2.3.4|. Procedure: A mixture of 7-(2-iodoethyl)-1,2,3,4-tetramethoxy-6,7,8,9-tetrahydro-5H-benzo[a]cycloheptene (1.50 g), 2-hydroxypyridine (407 mg), and potassium carbonate (987 mg) in DMF (15 ml) was stirred at room temperature for 12 hr. The reaction mixture was diluted with water and extracted with ethyl acetate. The organic layer was washed with water and saturated aqueous sodium chloride and dried. The solvent was removed in vacuo. The residue was diluted with hexane and the resultant crystals were collected... Starting materials: N[C@@H](CO)C(=O)O (L-serine), C(C=1C(O)=CC=CC1)=O (salicylaldehyde), B.[Na] (sodium boron hydride), C(C=1C(O)=CC=CC1)=O (salicylaldehyde), B.[Na] (sodium boron hydride). Solvent: [OH-].[Na+] (sodium hydroxide). Run at time 1 hour. Product: OC1=C(CN[C@@H](CO)C(=O)O)C=CC=C1 (N-(2-hydroxybenzyl)-L-serine). As a reaction SMILES: [NH2:1][C@H:2]([C:5]([OH:7])=[O:6])[CH2:3][OH:4].[CH:8](=O)[C:9]1[C:10](=[CH:12][CH:13]=[CH:14][CH:15]=1)[OH:11].B.[Na]>[OH-].[Na+]>[OH:11][C:10]1[CH:12]=[CH:13][CH:14]=[CH:15][C:9]=1[CH2:8][NH:1][C@H:2]([C:5]([OH:7])=[O:6])[CH2:3][OH:4] |f:2.3,4.5,^1:17|. Reported procedure: L-serine (3.6 g) was dissolved in 17 ml of a 2N sodium hydroxide aqueous solution. To the solution were then added 3.6 ml of salicylaldehyde and 0.4 g of sodium boron hydride in this order. After the mixture was stirred for 1 hour, 3.6 ml of salicylaldehyde and 0.4 g of sodium boron hydride were added thereto again. After the resulting mixture was stirred overnight at room temperature, the insoluble matter was separated through filtration, and the filtrate was extracted with diethyl ether. The e... The reactants are C1(CCC(=O)O1)=O (succinic anhydride), NCCC1=NC=CC=C1 (2-(2'-aminoethyl)pyridine). The reagents and catalysts are CN(C)C=1C=CN=CC1 (DMAP). The solvent is ClCCl (dichloromethane). Reaction conditions: time 48 hour. Yields the product O=C(CCC(=O)O)NCCC1=NC=CC=C1 (4-oxo-4-[[2-(2-pyridinyl)ethyl]amino]butanoic acid). Isolated yield 49.5%. RXN SMILES: [C:1]1(=[O:7])[O:6][C:4](=[O:5])[CH2:3][CH2:2]1.[NH2:8][CH2:9][CH2:10][C:11]1[CH:16]=[CH:15][CH:14]=[CH:13][N:12]=1>ClCCl.CN(C1C=CN=CC=1)C>[O:7]=[C:1]([NH:8][CH2:9][CH2:10][C:11]1[CH:16]=[CH:15][CH:14]=[CH:13][N:12]=1)[CH2:2][CH2:3][C:4]([OH:6])=[O:5]. Procedure details: To a solution of 5.0 g (50 mmol) of succinic anhydride in 50 mL of dichloromethane was added 550 mg of DMAP and 6.1 g (50 mmol) of 2-(2'-aminoethyl)pyridine. An exothermic reaction resulted. The reaction was refluxed for 1 h and cooled to room temperature and stirred for 48 h. The reaction is worked up by concentrated in vacuo; the resulting solid was dissolved in pH 4 buffer and extracted three times with 4:1 ethyl acetate/tetrahydrofuran after the aqueous solution had been saturated with ammon...